Dataset: the Open Reaction Database (ORD), a public repository of structured organic reaction records. Task: describe an organic reaction: reactants, conditions, products, and yield Starting materials: O.C1(=CC=C(C=C1)S(=O)(=O)O)C (p-Toluenesulfonic acid monohydrate), FC1=C(C=CC(=C1)OCCOC1OCCCC1)N1CCN(CC1)C(=O)OC(C)(C)C (4-{2-fluoro-4-[2-(tetrahydro-pyran-2-yloxy)-ethoxy]-phenyl}-piperazine-1-carboxylic acid, tert.-butyl ester). Solvent: CO (MeOH). Reaction conditions: time 1.5 hour. Product: FC=1C=C(OCCO)C=CC1N1CCNCC1 (2-(3-fluoro-4-piperazin-1-yl-phenoxy)-ethanol). As a reaction SMILES: O.C1(C)C=CC(S(O)(=O)=O)=CC=1.[F:13][C:14]1[CH:19]=[C:18]([O:20][CH2:21][CH2:22][O:23]C2CCCCO2)[CH:17]=[CH:16][C:15]=1[N:30]1[CH2:35][CH2:34][N:33](C(OC(C)(C)C)=O)[CH2:32][CH2:31]1>CO>[F:13][C:14]1[CH:19]=[C:18]([CH:17]=[CH:16][C:15]=1[N:30]1[CH2:31][CH2:32][NH:33][CH2:34][CH2:35]1)[O:20][CH2:21][CH2:22][OH:23] |f:0.1|. Procedure details: p-Toluenesulfonic acid monohydrate (45.2 mmol) is added to 4-{2-fluoro-4-[2-(tetrahydro-pyran-2-yloxy)-ethoxy]-phenyl}-piperazine-1-carboxylic acid, tert.-butyl ester (22.6 mmol) in MeOH (50 ml) at room temperature. The reaction mixture is stirred at room temperature for 1.5 h. After the mixture is extracted with AcOEt, the organic layer is washed with brine, dried over magnesium sulfate and filtered. The solvent is evaporated. To the residue in CH2Cl2 (9 ml), TFA (17.5 ml) is added at 0° C. The... Starting materials: C1CCNC1, CO, C=CC(=O)O. The product is O=C(O)CCN1CCCC1. RXN SMILES: [CH2:6]1[CH2:7][CH2:8][NH:9][CH2:10]1.[CH3:11][OH:12].[OH:1][C:2](=[O:3])[CH:4]=[CH2:5]>>[OH:1][C:2](=[O:3])[CH2:4][CH2:5][N:9]1[CH2:8][CH2:7][CH2:6][CH2:10]1. Reactants: NC1=C(C=CC=C1)O (2-aminophenol), C(C1=CC=CO1)=O (furfural), Cl (hydrochloric acid), B.[Na] (sodium boron hydride). Solvent: C(C)O (ethanol), C(C)O (ethanol). Run at time 1 hour. Yields the product O1C(=CC=C1)CNC1=C(C=CC=C1)O (2-(2-furyl)methylaminophenol). The yield is 58.0%. Reaction SMILES: [NH2:1][C:2]1[CH:7]=[CH:6][CH:5]=[CH:4][C:3]=1[OH:8].[CH:9](=O)[C:10]1[O:14][CH:13]=[CH:12][CH:11]=1.B.[Na].Cl>C(O)C>[O:14]1[CH:13]=[CH:12][CH:11]=[C:10]1[CH2:9][NH:1][C:2]1[CH:7]=[CH:6][CH:5]=[CH:4][C:3]=1[OH:8] |f:2.3,^1:16|. Procedure details: In 20 ml of ethanol was dissolved 5.0 g (45.8 millimoles) of 2-aminophenol, and 4.8 g (50.0 millimoles) of furfural was added to the solution and the mixture was stirred for 1 hour at room temperature. Then, 2.3 g (60.8 millimoles) of sodium boron hydride was added to the mixture and the mixture was stirred at room temperature for 2 hours, and 2N hydrochloric acid was added to the mixture and ethanol was removed by distillation under reduced pressure. Then, the residue was neutralized with a 5% ... Reactants: ClC=1C(=C(C(=O)OC)C=C(C1OC1=CC(=C(C(=C1)C(C)C)O)C)Cl)C (methyl 3,5-dichloro-2-methyl-4-(3-methyl-4-hydroxy-5-isopropylphenoxy)benzoate), O[Li].O (LiOH H2O). The solvent is C1CCOC1.O (THF H2O). Product: ClC=1C(=C(C(=O)O)C=C(C1OC1=CC(=C(C(=C1)C(C)C)O)C)Cl)C (3,5-dichloro-2-methyl-4-(3-methyl-4-hydroxy-5-isopropylphenoxy)benzoic acid). Isolated yield 93.6%. Reaction SMILES: [Cl:1][C:2]1[C:3]([CH3:25])=[C:4]([CH:9]=[C:10]([Cl:24])[C:11]=1[O:12][C:13]1[CH:18]=[C:17]([CH:19]([CH3:21])[CH3:20])[C:16]([OH:22])=[C:15]([CH3:23])[CH:14]=1)[C:5]([O:7]C)=[O:6].O[Li].O>C1COCC1.O>[Cl:1][C:2]1[C:3]([CH3:25])=[C:4]([CH:9]=[C:10]([Cl:24])[C:11]=1[O:12][C:13]1[CH:18]=[C:17]([CH:19]([CH3:21])[CH3:20])[C:16]([OH:22])=[C:15]([CH3:23])[CH:14]=1)[C:5]([OH:7])=[O:6] |f:1.2,3.4|. Procedure details: A solution of methyl 3,5-dichloro-2-methyl-4-(3-methyl-4-hydroxy-5-isopropylphenoxy)benzoate (125 mg, 0.33 mmol) and LiOH H2O (68 mg, 1.63 mmol) in a 5:1 THF/H2O (6 mL) was stirred overnight at 20° C. under N2. The solution was concentrated under vacuum and acidified to pH 1 with 1N HCl. The resulting tan solid was collected by filtration, washed with H2O and air dried to yield 114 mg of 3,5-dichloro-2-methyl-4-(3-methyl-4-hydroxy-5-isopropylphenoxy)benzoic acid. Starting materials: [BH3-]C#N, CC(C)=O, CO, Cl, NCc1ccccc1[N+](=O)[O-], [Na+]. The product is CC(C)NCc1ccccc1[N+](=O)[O-]. RXN SMILES: [C:17]([BH3-:18])#[N:19].[CH3:13][C:14]([CH3:15])=[O:16].[CH3:21][OH:22].[ClH:1].[N+:2](=[O:3])([O-:4])[c:5]1[c:6]([CH2:7][NH2:8])[cH:9][cH:10][cH:11][cH:12]1.[Na+:20]>>[N+:2](=[O:3])([O-:4])[c:5]1[c:6]([CH2:7][NH:8][CH:14]([CH3:13])[CH3:15])[cH:9][cH:10][cH:11][cH:12]1.